Dataset: the Open Reaction Database (ORD), a public repository of structured organic reaction records. Task: describe an organic reaction: reactants, conditions, products, and yield Starting materials: C(C)(=O)[O-].[K+] (potassium acetate), S(=O)(=O)([O-])OOS(=O)(=O)[O-].[K+].[K+] (potassium persulfate), [N+](=O)([O-])C1CC=CC=2C(C3=CC=CC=C3C(C12)=O)=O (nitrodihydroanthraquinone). As a reaction SMILES: C([O-])(=O)C.[K+].S(OOS([O-])(=O)=O)([O-])(=O)=O.[K+].[K+].[N+:18]([CH:21]1[C:34]2[C:33](=[O:35])[C:32]3[C:27](=[CH:28][CH:29]=[CH:30][CH:31]=3)[C:26](=[O:36])[C:25]=2[CH:24]=[CH:23][CH2:22]1)([O-:20])=[O:19]>O>[N+:18]([C:21]1[C:34]2[C:33](=[O:35])[C:32]3[C:27](=[CH:28][CH:29]=[CH:30][CH:31]=3)[C:26](=[O:36])[C:25]=2[CH:24]=[CH:23][CH:22]=1)([O-:20])=[O:19] |f:0.1,2.3.4|. Procedure: With stirring, 0.38 part (3.89 mmol) of potassium acetate is dissolved in 5 parts of glacial acid at 90° C. Then 2.1 parts (7.77 mmol; 4 equivalents) of potassium persulfate are added, whereupon a white suspension forms. Then 1.0 g (3.84 mmol) of nitrodihydroanthraquinone is added. After stirring for 3 hours at 90° C., the mixture is cooled and poured into 50 ml of water. The precipitate is isolated by filtration, washed with water, and dried. The residue is extracted by boiling 3 times in tolue... Yield: 86.0%. Product: [N+](=O)([O-])C1=CC=CC=2C(C3=CC=CC=C3C(C12)=O)=O (1-nitroanthraquinone). Solvent: O (water).